From a dataset of the Open Reaction Database (ORD), a public repository of structured organic reaction records. describe an organic reaction: reactants, conditions, products, and yield Reactants: CO, O=C1NC(=O)c2c(CCCCCCCCN3CCCC3)cccc21, NN. The product is NCCCCCCCCN1CCCC1. RXN SMILES: [CH3:27][OH:28].[N:3]1([CH2:8][CH2:9][CH2:10][CH2:11][CH2:12][CH2:13][CH2:14][CH2:15][c:16]2[cH:17][cH:18][cH:19][c:20]3[c:25]2[C:23](=[O:24])[NH:22][C:21]3=[O:26])[CH2:4][CH2:5][CH2:6][CH2:7]1.[NH2:1][NH2:2]>>[NH2:1][CH2:15][CH2:14][CH2:13][CH2:12][CH2:11][CH2:10][CH2:9][CH2:8][N:3]1[CH2:4][CH2:5][CH2:6][CH2:7]1. Reaction SMILES: [CH3:24][S:25](=[O:26])(=[O:27])[c:28]1[cH:29][cH:30][c:31]([NH2:32])[cH:33][cH:34]1.[CH3:79][O:80][CH2:81][CH2:82][O:83][CH3:84].[CH:35]1([P:36]([CH:37]2[CH2:38][CH2:39][CH2:40][CH2:41][CH2:42]2)[c:43]2[cH:44][cH:45][cH:46][cH:47][c:48]2-[c:49]2[c:50]([CH:51]([CH3:52])[CH3:53])[cH:54][c:55]([CH:56]([CH3:57])[CH3:58])[cH:59][c:60]2[CH:61]([CH3:62])[CH3:63])[CH2:64][CH2:65][CH2:66][CH2:67][CH2:68]1.[F:1][C:2]([F:3])([F:4])[S:5]([O:6][c:7]1[c:8]2[n:9]([cH:10][cH:11][cH:12]1)[c:13]([C:16]#[C:17][Si:18]([CH3:19])([CH3:20])[CH3:21])[cH:14][n:15]2)(=[O:22])=[O:23].[K+:74].[K+:75].[K+:76].[N:77]#[N:78].[P:69]([O-:70])([O-:71])([O-:72])=[O:73]>>[c:7]1([NH:32][c:31]2[cH:30][cH:29][c:28]([S:25]([CH3:24])(=[O:26])=[O:27])[cH:34][cH:33]2)[c:8]2[n:9]([cH:10][cH:11][cH:12]1)[c:13]([C:16]#[C:17][Si:18]([CH3:19])([CH3:20])[CH3:21])[cH:14][n:15]2. The reactants are CS(=O)(=O)c1ccc(N)cc1, COCCOC, CC(C)c1cc(C(C)C)c(-c2ccccc2P(C2CCCCC2)C2CCCCC2)c(C(C)C)c1, C[Si](C)(C)C#Cc1cnc2c(OS(=O)(=O)C(F)(F)F)cccn12, [K+], [K+], [K+], N#N, O=P([O-])([O-])[O-]. The product is C[Si](C)(C)C#Cc1cnc2c(Nc3ccc(S(C)(=O)=O)cc3)cccn12. The reactants are C(O)([O-])=O.[Na+] (sodium hydrogen carbonate), ClC=1C2=C(N=CN1)C=CN2 (4-chloro-5H-pyrrolo[3,2-d]pyrimidine), C(C1=CC=CC=C1)(=O)OCCI (2-iodoethyl benzoate), C([O-])([O-])=O.[Cs+].[Cs+] (cesium carbonate). The solvent is CN(C=O)C (N,N-dimethylformamide). The product is C(C1=CC=CC=C1)(=O)OCCN1C=CC=2N=CN=C(C21)Cl (2-(4-chloro-5H-pyrrolo[3,2-d]pyrimidin-5-yl)ethyl benzoate). Isolated yield 74.0%. Reaction SMILES: [Cl:1][C:2]1[C:3]2[NH:10][CH:9]=[CH:8][C:4]=2[N:5]=[CH:6][N:7]=1.C(=O)([O-])[O-].[Cs+].[Cs+].[C:17]([O:25][CH2:26][CH2:27]I)(=[O:24])[C:18]1[CH:23]=[CH:22][CH:21]=[CH:20][CH:19]=1.C(=O)([O-])O.[Na+]>CN(C)C=O>[C:17]([O:25][CH2:26][CH2:27][N:10]1[C:3]2[C:2]([Cl:1])=[N:7][CH:6]=[N:5][C:4]=2[CH:8]=[CH:9]1)(=[O:24])[C:18]1[CH:23]=[CH:22][CH:21]=[CH:20][CH:19]=1 |f:1.2.3,5.6|. Procedure: To a suspension of 4-chloro-5H-pyrrolo[3,2-d]pyrimidine (141 mg) in N,N-dimethylformamide (2.5 mL) was added cesium carbonate (358 mg) under ice-cooling, and the reaction mixture was stirred while warming to room temperature for 15 min. To the reaction mixture was added 2-iodoethyl benzoate (298 mg), and the mixture was stirred at room temperature for 15 hrs. The reaction mixture was poured into 5% aqueous sodium hydrogen carbonate solution (50 mL), and extracted with ethyl acetate (50 mL×3). Th... The reactants are C(C)(=O)[O-].[Na+] (sodium acetate), [Cr](=O)(=O)([O-])Cl.[NH+]1=CC=CC=C1 (pyridinium chlorochromate), O1C(OCC1)C1=C(CO)C=CC=C1 (2-(2-dioxolanyl)benzyl alcohol). The solvent is C(Cl)Cl (methylene chloride), C(Cl)Cl (methylene chloride), CCOCC (ether). Conditions: time 2 hour. Product: O1C(OCC1)C1=C(C=O)C=CC=C1 (2-(2-Dioxolanyl)benzaldehyde). As a reaction SMILES: C([O-])(=O)C.[Na+].[Cr](Cl)([O-])(=O)=O.[NH+]1C=CC=CC=1.[O:17]1[CH2:21][CH2:20][O:19][CH:18]1[C:22]1[CH:29]=[CH:28][CH:27]=[CH:26][C:23]=1[CH2:24][OH:25]>C(Cl)Cl.CCOCC>[O:17]1[CH2:21][CH2:20][O:19][CH:18]1[C:22]1[CH:29]=[CH:28][CH:27]=[CH:26][C:23]=1[CH:24]=[O:25] |f:0.1,2.3|. Procedure: A suspension of sodium acetate (6.56 g, 0.08 mol) and pyridinium chlorochromate (17.2 g, 0.08 mol) in dry methylene chloride (200 ml) was cooled in an ice bath under a nitrogen atmosphere and treated with a solution of 2-(2-dioxolanyl)benzyl alcohol (9.6 g, 0.053 mol) in methylene chloride (25 ml) over a 15 minute period. The reaction was stirred at room temperature for 2 hours and diluted with ether (200 ml). The solid was collected and washed with ether, and the filtrate was washed with 5% NaH... Starting materials: FC=1C=C(C=CC1C1(CCSCC1)O)NC(OCC(C)C)=O (2-Methylpropyl [3-fluoro-4-(tetrahydro-4-hydroxy-2H-thiopyran-4-yl)phenyl]carbamate), FC(C(=O)O)(F)F (trifluoroacetic acid), C([O-])([O-])=O.[K+].[K+] (potassium carbonate), I(=O)(=O)(=O)[O-].[Na+] (sodium periodate). Run in O (water), [Cl-] (chloride), O (water), O (water), CO (Methanol). Reaction conditions: time 1 hour. Product: O=S1CCC(=CC1)C1=C(C=C(C=C1)NC(OCC(C)C)=O)F (2-Methylpropyl [4-(3,6-dihydro-1-oxido-2H-thiopyran-4-yl)-3-fluorophenyl]carbamate). As a reaction SMILES: [F:1][C:2]1[CH:3]=[C:4]([NH:15][C:16](=[O:22])[O:17][CH2:18][CH:19]([CH3:21])[CH3:20])[CH:5]=[CH:6][C:7]=1[C:8]1(O)[CH2:13][CH2:12][S:11][CH2:10][CH2:9]1.FC(F)(F)C(O)=[O:26].C(=O)([O-])[O-].[K+].[K+].I([O-])(=O)(=O)=O.[Na+]>[Cl-].O.CO>[O:26]=[S:11]1[CH2:12][CH:13]=[C:8]([C:7]2[CH:6]=[CH:5][C:4]([NH:15][C:16](=[O:22])[O:17][CH2:18][CH:19]([CH3:21])[CH3:20])=[CH:3][C:2]=2[F:1])[CH2:9][CH2:10]1 |f:2.3.4,5.6|. Procedure details: To a slurry of 2-methylpropyl [3-fluoro-4-(tetrahydro-4-hydroxy-2H-thiopyran-4-yl)phenyl]carbamate (IV, EXAMPLE 2, 64.63 g, 197.4 mmol, 90.1 wt %) in methylere chloride (194 ml) at 22° is added trifluoroacetic acid (28.0 ml, 363.5 mmol, 1.84 eq) yielding a mixture at 17° which is warmed and stirred at 35-37° for 1 hr. The mixture is cooled to 15° and a mixture of potassium carbonate (40.3 g, 292 mmol, 1.48 eq) in water (174 ml) added over 5-10 min, to control foaming, while maintaining the tempe...